describe an organic reaction: reactants, conditions, products, and yield From a dataset of the Open Reaction Database (ORD), a public repository of structured organic reaction records. Reactants: N#Cc1cccc(O)c1, O=C([O-])[O-], CCOC(=O)c1cnc(-c2cccnc2)nc1Cl, CC#N, [Cs+], [Cs+]. Yields the product CCOC(=O)c1cnc(-c2cccnc2)nc1Oc1cccc(C#N)c1. As a reaction SMILES: [C:19](#[N:20])[c:21]1[cH:22][c:23]([OH:27])[cH:24][cH:25][cH:26]1.[C:28](=[O:29])([O-:30])[O-:31].[CH2:1]([CH3:2])[O:3][C:4](=[O:5])[c:6]1[c:7]([Cl:18])[n:8][c:9](-[c:12]2[cH:13][n:14][cH:15][cH:16][cH:17]2)[n:10][cH:11]1.[CH3:34][C:35]#[N:36].[Cs+:32].[Cs+:33]>>[CH2:1]([CH3:2])[O:3][C:4](=[O:5])[c:6]1[c:7]([O:27][c:23]2[cH:22][c:21]([C:19]#[N:20])[cH:26][cH:25][cH:24]2)[n:8][c:9](-[c:12]2[cH:13][n:14][cH:15][cH:16][cH:17]2)[n:10][cH:11]1. Reactants: C(CCC)OCCOC1=CC=C(C=C1)C=1C=CC2=C(C=C(CCN2)C(=O)NC2=CC=C(C=C2)C(C2=[N+](C=CC(=C2)C)[O-])O)C1 (7-[4-(2-butoxyethoxy)phenyl]-N-[4-[hydroxy(4-methyl-1-oxidopyridin-2-yl)methyl]phenyl]-2,3-dihydro-1H-1-benzazepine-4-carboxamide), isobutylaldehyde, triacetoxy sodium borohydride, isobutylaldehyde, triacetoxy sodium borohydride. The solvent is ClCCCl (1,2-dichloroethane). Run at time 8 hour. Product: C(CCC)OCCOC1=CC=C(C=C1)C=1C=CC2=C(C=C(CCN2CC(C)C)C(=O)NC2=CC=C(C=C2)C(C2=[N+](C=CC(=C2)C)[O-])O)C1 (7-[4-(2-butoxyethoxy)phenyl]-N-[4-[hydroxy(4-methyl-1-oxidopyridin-2-yl)methyl]phenyl]-1-isobutyl-2,3-dihydro-1H-1-benzazepine-4-carboxamide). The yield is 146.2%. As a reaction SMILES: [CH2:1]([O:5][CH2:6][CH2:7][O:8][C:9]1[CH:14]=[CH:13][C:12]([C:15]2[CH:16]=[CH:17][C:18]3[NH:24][CH2:23][CH2:22][C:21]([C:25]([NH:27][C:28]4[CH:33]=[CH:32][C:31]([CH:34]([OH:43])[C:35]5[CH:40]=[C:39]([CH3:41])[CH:38]=[CH:37][N+:36]=5[O-:42])=[CH:30][CH:29]=4)=[O:26])=[CH:20][C:19]=3[CH:44]=2)=[CH:11][CH:10]=1)[CH2:2][CH2:3][CH3:4]>ClCCCl>[CH2:1]([O:5][CH2:6][CH2:7][O:8][C:9]1[CH:10]=[CH:11][C:12]([C:15]2[CH:16]=[CH:17][C:18]3[N:24]([CH2:11][CH:12]([CH3:15])[CH3:13])[CH2:23][CH2:22][C:21]([C:25]([NH:27][C:28]4[CH:33]=[CH:32][C:31]([CH:34]([OH:43])[C:35]5[CH:40]=[C:39]([CH3:41])[CH:38]=[CH:37][N+:36]=5[O-:42])=[CH:30][CH:29]=4)=[O:26])=[CH:20][C:19]=3[CH:44]=2)=[CH:13][CH:14]=1)[CH2:2][CH2:3][CH3:4]. Procedure: 7-[4-(2-butoxyethoxy)phenyl]-N-[4-[hydroxy(4-methyl-1-oxidopyridin-2-yl)methyl]phenyl]-2,3-dihydro-1H-1-benzazepine-4-carboxamide (0.25 g) and isobutylaldehyde (0.15 ml) were dissolved in 1,2-dichloroethane (80 ml), and to the solution, triacetoxy sodium borohydride (0.27 g) was added under ice-cooling and the mixture was stirred overnight at room temperature. To the mixture, isobutylaldehyde (1 ml) and triacetoxy sodium borohydride (1.3 g) were further added, and the mixture was stirred overnig...